From a dataset of the Open Reaction Database (ORD), a public repository of structured organic reaction records. describe an organic reaction: reactants, conditions, products, and yield Starting materials: C(C)(C)(C)OC(=O)N1CCC(CC1)=CC(=O)OC (1-tert-butoxycarbonyl-4-[(methoxycarbonyl)methylene]piperidine). Reagents/catalysts: [C].[Pd] (palladium carbon). Solvent: C(C)O (ethanol). Conditions: time 3 day. Product: C(C)(C)(C)OC(=O)N1CCC(CC1)CC(=O)OC (Methyl (1-tert-butoxycarbonylpiperidin-4-yl)acetate). Reaction SMILES: [C:1]([O:5][C:6]([N:8]1[CH2:13][CH2:12][C:11](=[CH:14][C:15]([O:17][CH3:18])=[O:16])[CH2:10][CH2:9]1)=[O:7])([CH3:4])([CH3:3])[CH3:2]>C(O)C.[C].[Pd]>[C:1]([O:5][C:6]([N:8]1[CH2:13][CH2:12][CH:11]([CH2:14][C:15]([O:17][CH3:18])=[O:16])[CH2:10][CH2:9]1)=[O:7])([CH3:4])([CH3:3])[CH3:2] |f:2.3|. Procedure: In ethanol (10 ml), 1-tert-butoxycarbonyl-4-[(methoxycarbonyl)methylene]piperidine (875 mg) was dissolved, followed by the addition of 10% palladium carbon (water content: about 50%, 730 mg). The resulting mixture was subjected to catalytic hydrogenation under normal pressure at room temperature for 3 days. After the removal of the catalyst by filtration, the solvent was distilled off under reduced pressure, whereby the title compound (871 mg, 99%) was obtained. Reactants: FC1=C(C=C(C=C1)NC(=O)C=1SC(=CC1)Br)[N+](=O)[O-] (5-Bromo-thiophene-2-carboxylic acid (4-fluoro-3-nitro-phenyl)-amide), C(=O)([O-])[O-].[K+].[K+] (K2CO3), SC1=CC=C(C=C1)O (4-mercapto-phenol). Run in CN(C)C=O (DMF), O (water). Run at temperature 80 celsius. Product: OC1=CC=C(C=C1)SC1=C(C=C(C=C1)NC(=O)C=1SC(=CC1)Br)[N+](=O)[O-] (5-Bromo-thiophene-2-carboxylic acid [4-(4-hydroxy-phenylsulfanyl)-3-nitro-phenyl]-amide). Yield: 78.6%. RXN SMILES: F[C:2]1[CH:7]=[CH:6][C:5]([NH:8][C:9]([C:11]2[S:12][C:13]([Br:16])=[CH:14][CH:15]=2)=[O:10])=[CH:4][C:3]=1[N+:17]([O-:19])=[O:18].C([O-])([O-])=O.[K+].[K+].[SH:26][C:27]1[CH:32]=[CH:31][C:30]([OH:33])=[CH:29][CH:28]=1>CN(C=O)C.O>[OH:33][C:30]1[CH:31]=[CH:32][C:27]([S:26][C:2]2[CH:7]=[CH:6][C:5]([NH:8][C:9]([C:11]3[S:12][C:13]([Br:16])=[CH:14][CH:15]=3)=[O:10])=[CH:4][C:3]=2[N+:17]([O-:19])=[O:18])=[CH:28][CH:29]=1 |f:1.2.3|. Procedure: The product of Example 241b (1.50 g, 4.34 mmol) was dissolved in DMF to which K2CO3 (1.20 g, 8.69 mmol), and 4-mercapto-phenol (548 mg, 4.34 mmol) were added. The reaction mixture was then heated to 80° C. for 2 hrs. At this point the reaction mixture was cooled to room temperature and diluted with water which was then extracted with ethyl acetate to isolate the desired compound (1.54 g, 78%). Yields the product CCCN1CCc2ccccc2C(Oc2cccc(Cl)c2)C1. Reactants: CCCBr, O=C([O-])O, Clc1cccc(OC2CNCCc3ccccc32)c1, [Na+], CN(C)C=O. Reaction SMILES: [Br:20][CH2:21][CH2:22][CH3:23].[C:24](=[O:25])([OH:26])[O-:27].[Cl:1][c:2]1[cH:3][c:4]([O:5][CH:6]2[CH2:7][NH:8][CH2:9][CH2:10][c:11]3[c:12]2[cH:13][cH:14][cH:15][cH:16]3)[cH:17][cH:18][cH:19]1.[Na+:28].[O:29]=[CH:30][N:31]([CH3:32])[CH3:33]>>[Cl:1][c:2]1[cH:3][c:4]([O:5][CH:6]2[CH2:7][N:8]([CH2:21][CH2:22][CH3:23])[CH2:9][CH2:10][c:11]3[c:12]2[cH:13][cH:14][cH:15][cH:16]3)[cH:17][cH:18][cH:19]1. Reactants: CCCCCCCCc1ccc(-c2ccc(C(=O)O)cc2)cc1, O=S(Cl)Cl. The product is CCCCCCCCc1ccc(-c2ccc(C(=O)O)cc2)cc1, [Cl-]. Reaction SMILES: [CH2:1]([CH2:2][CH2:3][CH2:4][CH2:5][CH2:6][CH2:7][CH3:8])[c:9]1[cH:10][cH:11][c:12](-[c:15]2[cH:16][cH:17][c:18]([C:21](=[O:22])[OH:23])[cH:19][cH:20]2)[cH:13][cH:14]1.[S:24]([Cl:25])([Cl:26])=[O:27]>>[CH2:1]([CH2:2][CH2:3][CH2:4][CH2:5][CH2:6][CH2:7][CH3:8])[c:9]1[cH:10][cH:11][c:12](-[c:15]2[cH:16][cH:17][c:18]([C:21](=[O:22])[OH:23])[cH:19][cH:20]2)[cH:13][cH:14]1.[Cl-:26]. The yield is 99.0%. Yields the product COC(C1=CC=C(C=C1)N1CCC(CC1)=O)=O (Methyl-4-(4-oxopiperidin-1-yl)-benzoate), solid. As a reaction SMILES: [CH3:1][O:2][C:3](=[O:20])[C:4]1[CH:9]=[CH:8][C:7]([N:10]2[CH2:19][CH2:18][C:13]3(OCC[O:14]3)[CH2:12][CH2:11]2)=[CH:6][CH:5]=1.C([O-])(O)=O.[Na+]>S(=O)(=O)(O)O.C1COCC1.O>[CH3:1][O:2][C:3](=[O:20])[C:4]1[CH:5]=[CH:6][C:7]([N:10]2[CH2:19][CH2:18][C:13](=[O:14])[CH2:12][CH2:11]2)=[CH:8][CH:9]=1 |f:1.2|. Run in O (water), S(O)(O)(=O)=O (sulfuric acid), C1CCOC1 (THF). Procedure: A solution of methyl-4-(1,4-dioxa-8-azaspiro[4.5]dec-8-yl)-benzoate (4.87 g, 17.56 mmol) in 10% aqueous sulfuric acid (50 mL) and THF (50 mL) was stirred at ambient temperature for 72 hours. The reaction mixture was neutralized by cautious addition of NaHCO3 and simultaneously diluting with water. The aqueous mixture was extracted with EtOAc (2×75 mL) and the combined organic extracts were dried (MgSO4), filtered, and concentrated to give the title compound as an off-white, amorphous solid (4.06... Reactants: C(=O)(O)[O-].[Na+] (NaHCO3), COC(C1=CC=C(C=C1)N1CCC2(OCCO2)CC1)=O (methyl-4-(1,4-dioxa-8-azaspiro[4.5]dec-8-yl)-benzoate). Reactants: CC(Br)c1ccnc2ncnn12, COCCOC, [H-], [Na+], N#Cc1ccc(O)cc1. Yields the product CC(Oc1ccc(C#N)cc1)c1ccnc2ncnn12. As a reaction SMILES: [Br:12][CH:13]([CH3:14])[c:15]1[cH:16][cH:17][n:18][c:19]2[n:20]1[n:21][cH:22][n:23]2.[CH3:24][O:25][CH2:26][CH2:27][O:28][CH3:29].[H-:10].[Na+:11].[OH:1][c:2]1[cH:3][cH:4][c:5]([C:8]#[N:9])[cH:6][cH:7]1>>[O:1]([c:2]1[cH:3][cH:4][c:5]([C:8]#[N:9])[cH:6][cH:7]1)[CH:13]([CH3:14])[c:15]1[cH:16][cH:17][n:18][c:19]2[n:20]1[n:21][cH:22][n:23]2. The reactants are {2-[3-(2-chloro-3-fluoro-phenyl)-3-cyclopentylmethyl-ureido]-thiazol-5-ylsulfanyl}-acetic acid ethyl, C(C)OC(CSC1=CN=C(S1)N)=O ((2-amino-thiazol-5-ylsulfanyl)acetic acid ethyl ester), C1(CCCC1)CN(C(NC=1SC=C(N1)CC(=O)O)=O)C1=CC=C(C=C1)S(=O)(=O)C ({2-[3-cyclopentylmethyl-3-(4-methanesulfonyl-phenyl)-ureido]-thiazol-4-yl}-acetic acid), C1(CCCC1)CNC1=C(C(=CC=C1)F)Cl (cyclopentylmethyl-(2-chloro-3-fluoro-phenyl)-amine). The product is ClC1=C(C=CC=C1F)N(C(NC=1SC(=CN1)SCC(=O)O)=O)CC1CCCC1 ({2-[3-(2-Chloro-3-fluoro-phenyl)-3-cyclopentylmethyl-ureido]-thiazol-5-ylsulfanyl}-acetic acid). RXN SMILES: C1(CN(C2C=CC(S(C)(=O)=O)=CC=2)[C:8](=[O:19])[NH:9][C:10]2[S:11][CH:12]=[C:13](CC(O)=O)[N:14]=2)CCCC1.[CH:30]1([CH2:35][NH:36][C:37]2[CH:42]=[CH:41][CH:40]=[C:39]([F:43])[C:38]=2[Cl:44])[CH2:34][CH2:33][CH2:32][CH2:31]1.C([O:47][C:48](=[O:57])[CH2:49][S:50]C1SC(N)=NC=1)C>>[Cl:44][C:38]1[C:39]([F:43])=[CH:40][CH:41]=[CH:42][C:37]=1[N:36]([CH2:35][CH:30]1[CH2:31][CH2:32][CH2:33][CH2:34]1)[C:8](=[O:19])[NH:9][C:10]1[S:11][C:12]([S:50][CH2:49][C:48]([OH:57])=[O:47])=[CH:13][N:14]=1. Reported procedure: The title compound was prepared via {2-[3-(2-chloro-3-fluoro-phenyl)-3-cyclopentylmethyl-ureido]-thiazol-5-ylsulfanyl}-acetic acid ethyl esterin a similar manner as described for the synthesis of {2-[3-cyclopentylmethyl-3-(4-methanesulfonyl-phenyl)-ureido]-thiazol-4-yl}-acetic acid, using cyclopentylmethyl-(2-chloro-3-fluoro-phenyl)-amine and (2-amino-thiazol-5-ylsulfanyl)acetic acid ethyl ester